This data is from the Open Reaction Database (ORD), a public repository of structured organic reaction records. The task is: describe an organic reaction: reactants, conditions, products, and yield Reactants: Cl.ClC1=C2NC=NC2=NC=N1 (6-chloropurine hydrochloride), [OH-].[NH4+] (ammonium hydroxide). Run in O (water), O (H2O). Conditions: temperature -12 celsius, time 15 minute. Product: ClC1=C2NC=NC2=NC=N1 (6-chloropurine). The yield is 91.0%. As a reaction SMILES: Cl.[Cl:2][C:3]1[N:11]=[CH:10][N:9]=[C:8]2[C:4]=1[NH:5][CH:6]=[N:7]2.[OH-].[NH4+]>O>[Cl:2][C:3]1[N:11]=[CH:10][N:9]=[C:8]2[C:4]=1[NH:5][CH:6]=[N:7]2 |f:0.1,2.3|. Procedure: To 70 ml. of water there was added 36.4 g (0.19 mole) of 6-chloropurine hydrochloride with vigorous stirring. Initially a thick paste was formed; after mixing for a short time the paste thinned out. The solution was stirred for 15 minutes at -12° C. in an ice-methanol bath and the pH was adjusted to 6.7 with concentrated ammonium hydroxide. The product grew in large particles after neutralization. The mixture was placed in a refrigerator for one hour and then the yellow precipitate was collected...